From a dataset of the Open Reaction Database (ORD), a public repository of structured organic reaction records. describe an organic reaction: reactants, conditions, products, and yield Product: O=CCCC12CC(c3ccccc31)c1ccccc12. Reactants: ClCCl, O=[Cr](=O)=O, OCCCC12CC(c3ccccc31)c1ccccc12, c1ccncc1. As a reaction SMILES: [Cl:30][CH2:31][Cl:32].[O:20]=[Cr:21](=[O:22])=[O:23].[OH:1][CH2:2][CH2:3][CH2:4][C:5]12[c:6]3[cH:7][cH:8][cH:9][cH:10][c:11]3[CH:12]([c:13]3[cH:14][cH:15][cH:16][cH:17][c:18]31)[CH2:19]2.[cH:24]1[cH:25][cH:26][n:27][cH:28][cH:29]1>>[O:1]=[CH:2][CH2:3][CH2:4][C:5]12[c:6]3[cH:7][cH:8][cH:9][cH:10][c:11]3[CH:12]([c:13]3[cH:14][cH:15][cH:16][cH:17][c:18]31)[CH2:19]2. The reactants are CC(C)(C)OC(=O)NC1CCC(c2cccc(F)c2F)Cn2c(CO)cnc21, [H-], CI, [Na+], C1CCOC1. The product is COCc1cnc2n1CC(c1cccc(F)c1F)CCC2NC(=O)OC(C)(C)C. Reaction SMILES: [F:3][c:4]1[c:5]([CH:11]2[CH2:12][CH2:13][CH:14]([NH:23][C:24]([O:25][C:26]([CH3:27])([CH3:28])[CH3:29])=[O:30])[c:15]3[n:16]([c:18]([CH2:21][OH:22])[cH:19][n:20]3)[CH2:17]2)[cH:6][cH:7][cH:8][c:9]1[F:10].[H-:1].[I:31][CH3:32].[Na+:2].[O:33]1[CH2:34][CH2:35][CH2:36][CH2:37]1>>[F:3][c:4]1[c:5]([CH:11]2[CH2:12][CH2:13][CH:14]([NH:23][C:24]([O:25][C:26]([CH3:27])([CH3:28])[CH3:29])=[O:30])[c:15]3[n:16]([c:18]([CH2:21][O:22][CH3:32])[cH:19][n:20]3)[CH2:17]2)[cH:6][cH:7][cH:8][c:9]1[F:10]. Starting materials: CCOCC (Et2O), C(C)(C)(C)OC(=O)N1N=C(C2=CC=CC=C12)CC1C(N(C2=C(N(C1=O)CC(=O)N(C1=CC=C(C=C1)OC)C(C)C)C=CC=C2)C=2SC=CC2)=O (2-[3-(1-tert-butoxycarbonyl-1H-indazol-3-ylmethyl)-2,4-dioxo-5-thiophen-2-yl-2,3,4,5-tetrahydro-benzo [b][1,4]diazepin-1-yl]-N-isopropyl-N-(4-methoxy-phenyl)-acetamide), Intermediate 60, Cl (HCl). Run in O1CCOCC1 (dioxane). Reaction conditions: time 3 hour. Yields the product N1N=C(C2=CC=CC=C12)CC1C(N(C2=C(N(C1=O)CC(=O)N(C1=CC=C(C=C1)OC)C(C)C)C=CC=C2)C=2SC=CC2)=O (2-[3-(1H-Indazol-3-ylmethyl)-2,4-dioxo-5-thiophen-2-yl-2,3,4,5-tetrahydro-benzo[b][1,4]diazepin-1-yl]-N-isopropyl-N-(4-methoxy-phenyl)-acetamide). Isolated yield 10.0%. RXN SMILES: C(OC([N:8]1[C:16]2[C:11](=[CH:12][CH:13]=[CH:14][CH:15]=2)[C:10]([CH2:17][CH:18]2[C:24](=[O:25])[N:23]([CH2:26][C:27]([N:29]([CH:38]([CH3:40])[CH3:39])[C:30]3[CH:35]=[CH:34][C:33]([O:36][CH3:37])=[CH:32][CH:31]=3)=[O:28])[C:22]3[CH:41]=[CH:42][CH:43]=[CH:44][C:21]=3[N:20]([C:45]3[S:46][CH:47]=[CH:48][CH:49]=3)[C:19]2=[O:50])=[N:9]1)=O)(C)(C)C.Cl.CCOCC>O1CCOCC1>[NH:8]1[C:16]2[C:11](=[CH:12][CH:13]=[CH:14][CH:15]=2)[C:10]([CH2:17][CH:18]2[C:24](=[O:25])[N:23]([CH2:26][C:27]([N:29]([CH:38]([CH3:40])[CH3:39])[C:30]3[CH:35]=[CH:34][C:33]([O:36][CH3:37])=[CH:32][CH:31]=3)=[O:28])[C:22]3[CH:41]=[CH:42][CH:43]=[CH:44][C:21]=3[N:20]([C:45]3[S:46][CH:47]=[CH:48][CH:49]=3)[C:19]2=[O:50])=[N:9]1. Reported procedure: To 280 mg (0.40 mmol) of crude 2-[3-(1-tert-butoxycarbonyl-1H-indazol-3-ylmethyl)-2,4-dioxo-5-thiophen-2-yl-2,3,4,5-tetrahydro-benzo [b][1,4]diazepin-1-yl]-N-isopropyl-N-(4-methoxy-phenyl)-acetamide, prepared as in Intermediate 60, is added 10 mL of 4N HCl in dioxane at RT. The resulting solution is stirred 3 h and 100 mL of Et2O is added. The Et2O is decanted away from the gum. The gum is washed with Et2O and purified by RP-HPLC (30-60% acetonitrile/H2O over 30 min) to afford 23.7 mg of the tit... Starting materials: CN (methylamine), C1CCC2N=C3C=CC=CC3=C21 (tetrahydrocyclopenta[b]indole), ( 2 ). Product: NC1CCC2N=C3C=CC=CC3=C21 (aminotetrahydrocyclopenta[b]indole), ( 3 ). RXN SMILES: [CH2:1]1[C:12]2[CH:4]([N:5]=[C:6]3[C:11]=2[CH:10]=[CH:9][CH:8]=[CH:7]3)[CH2:3][CH2:2]1.C[NH2:14]>>[NH2:14][CH:1]1[C:12]2[CH:4]([N:5]=[C:6]3[C:11]=2[CH:10]=[CH:9][CH:8]=[CH:7]3)[CH2:3][CH2:2]1. Procedure details: In Scheme 2, Step A, the phthalimide group of the tetrahydrocyclopenta[b]indole of formula (2) is cleaved with methylamine to provide an aminotetrahydrocyclopenta[b]indole of formula (3). Preferred conditions use a solvent such as ethanol at a temperature of about 0 to 35° C., for 3 to 24 hours. The resulting by-product is removed by making the pH alkaline and filtering the resultant precipitate. The product is isolated from the filtrate by precipitation with water and 10% NaOH. Starting materials: FC1=C(C=C(C(=O)F)C=C1)Br (4-fluoro-3-bromobenzoyl fluoride), CO (methanol). Reagents/catalysts: N1=CC=CC=C1 (pyridine). Run at time 2 hour. Product: COC(C1=CC(=C(C=C1)F)Br)=O (4-fluoro-3-bromobenzoic acid methyl ester). The yield is 93.1%. Reaction SMILES: [F:1][C:2]1[CH:10]=[CH:9][C:5]([C:6](F)=[O:7])=[CH:4][C:3]=1[Br:11].[CH3:12][OH:13]>N1C=CC=CC=1>[CH3:12][O:13][C:6](=[O:7])[C:5]1[CH:9]=[CH:10][C:2]([F:1])=[C:3]([Br:11])[CH:4]=1. Procedure details: 221 g (1 mole) of 4-fluoro-3-bromobenzoyl fluoride were added dropwise to a mixture of 96 g (3 moles) of methanol and 1 g of pyridine. The reaction mixture was then boiled for a further 2 hours under reflux and was subsequently worked up by distillation. 217 g (93% of theory) of 4-fluoro-3-bromobenzoic acid methyl ester were thus obtained in the form of a colorless oil which solidified when cold and had a boiling point of 124° C./22 mm Hg (melting point 29° to 30° C.). Reaction SMILES: [O:1]=[C:2]1[N:6]([CH2:7][C:8]2[C:13]([C:14]([F:17])([F:16])[F:15])=[CH:12][CH:11]=[CH:10][C:9]=2[O:18][CH3:19])[C@@H:5]([C:20]([OH:22])=O)[CH2:4][CH2:3]1.[NH2:23][CH:24]([CH2:30][C:31]1[CH:36]=[CH:35][CH:34]=[CH:33][CH:32]=1)[CH:25]([OH:29])[C:26]([NH2:28])=[O:27].O[NH-].O=[N-]>>[NH2:28][C:26](=[O:27])[C:25](=[O:29])[CH:24]([NH:23][C:20]([C@H:5]1[CH2:4][CH2:3][C:2](=[O:1])[N:6]1[CH2:7][C:8]1[C:13]([C:14]([F:17])([F:16])[F:15])=[CH:12][CH:11]=[CH:10][C:9]=1[O:18][CH3:19])=[O:22])[CH2:30][C:31]1[CH:32]=[CH:33][CH:34]=[CH:35][CH:36]=1. Product: NC(C(C(CC1=CC=CC=C1)NC(=O)[C@@H]1N(C(CC1)=O)CC1=C(C=CC=C1C(F)(F)F)OC)=O)=O ((2R)—N-(4-Amino-3,4-dioxo-1-phenylbutan-2-yl)-5-oxo-1-[2-methoxy-6-(trifluoromethyl)benzyl]pyrrolidine-2-carboxamide). Reactants: O=C1CC[C@@H](N1CC1=C(C=CC=C1C(F)(F)F)OC)C(=O)O ((R)-5-oxo-1-(2-methoxy-6-trifluoromethyl-benzyl)-pyrrolidine-2-carboxylic acid), O=[N-] (ketoamide), NC(C(C(=O)N)O)CC1=CC=CC=C1 (3-amino-2-hydroxy-4-phenylbutanamide), O[NH-] (hydroxyamide). Procedure: Coupling of (R)-5-oxo-1-(2-methoxy-6-trifluoromethyl-benzyl)-pyrrolidine-2-carboxylic acid with 3-amino-2-hydroxy-4-phenylbutanamide and oxidation of the resulting hydroxyamide intermediate to the corresponding ketoamide. The reactants are ClC1=NC=CC=C1N(C(=O)C1=C(C(=NN1C)C)NC)C (N-(2-chloro-3-pyridinyl)-N-methyl-1,3-dimethyl-4-methylamino-1H-pyrazole-5-carboxamide). The solvent is ClC1=C(C=C(C=C1)Cl)Cl (1,2,4-trichlorobenzene). The product is CN1N=C(C=2N(C3=C(N(C(C21)=O)C)C=CC=N3)C)C (1,4,9,10-Tetrahydro-1,3,4,9-tetramethyl-pyrazolo[4,3-e]pyrido[3,2-b][1,4]diazepin-10-one). RXN SMILES: Cl[C:2]1[C:7]([N:8]([CH3:20])[C:9]([C:11]2[N:15]([CH3:16])[N:14]=[C:13]([CH3:17])[C:12]=2[NH:18][CH3:19])=[O:10])=[CH:6][CH:5]=[CH:4][N:3]=1>ClC1C=CC(Cl)=CC=1Cl>[CH3:16][N:15]1[C:11]2[C:9](=[O:10])[N:8]([CH3:20])[C:7]3[CH:6]=[CH:5][CH:4]=[N:3][C:2]=3[N:18]([CH3:19])[C:12]=2[C:13]([CH3:17])=[N:14]1. Procedure: An amount of 5.9 gm of N-(2-chloro-3-pyridinyl)-N-methyl-1,3-dimethyl-4-methylamino-1H-pyrazole-5-carboxamide was stirred in 6 ml of 1,2,4-trichlorobenzene for 5 hours at 180° C. After cooling, the crystal slurry was subjected to suction filtration, washed with cyclohexane, and recrystallized from aqueous ethanol. Reactants: N#CCC(=O)NCCO, CC(=O)O, CC(=O)[O-], Cc1ccccc1, [NH4+], O=C1CCCCC1, O. Yields the product N#CC(C(=O)NCCO)=C1CCCCC1. As a reaction SMILES: [C:1](#[N:2])[CH2:3][C:4](=[O:5])[NH:6][CH2:7][CH2:8][OH:9].[CH3:17][C:18](=[O:19])[OH:20].[CH3:22][C:23](=[O:24])[O-:25].[CH3:26][c:27]1[cH:28][cH:29][cH:30][cH:31][cH:32]1.[NH4+:21].[O:10]=[C:11]1[CH2:12][CH2:13][CH2:14][CH2:15][CH2:16]1.[OH2:33]>>[C:1](#[N:2])[C:3]([C:4](=[O:5])[NH:6][CH2:7][CH2:8][OH:9])=[C:11]1[CH2:12][CH2:13][CH2:14][CH2:15][CH2:16]1. Reactants: Cc1cc([N+](=O)[O-])c2c(c1Oc1ccc(OCc3ccccc3)c(I)c1)CCC2, CCOC(C)=O. The product is Cc1cc(N)c2c(c1Oc1ccc(OCc3ccccc3)c(I)c1)CCC2. RXN SMILES: [CH2:1]([c:2]1[cH:3][cH:4][cH:5][cH:6][cH:7]1)[O:8][c:9]1[c:10]([I:29])[cH:11][c:12]([O:13][c:14]2[c:15]3[c:19]([c:20]([N+:24]([O-:25])=[O:26])[cH:21][c:22]2[CH3:23])[CH2:18][CH2:17][CH2:16]3)[cH:27][cH:28]1.[CH3:30][CH2:31][O:32][C:33](=[O:34])[CH3:35]>>[CH2:1]([c:2]1[cH:3][cH:4][cH:5][cH:6][cH:7]1)[O:8][c:9]1[c:10]([I:29])[cH:11][c:12]([O:13][c:14]2[c:15]3[c:19]([c:20]([NH2:24])[cH:21][c:22]2[CH3:23])[CH2:18][CH2:17][CH2:16]3)[cH:27][cH:28]1. The reactants are C(C)NCC1COC2=C(O1)C=C(C=C2)O (N-Ethyl-2,3-dihydro-7-hydroxy-1,4-benzodioxin-2-methanamine), [I-].[Na+] (sodium iodide), ClCCCOC1=CC=C2C=CC(OC2=C1)=O (7-(3-chloropropoxy)coumarin), C(C)(C)N(CC)C(C)C (diisopropylethylamine). Solvent: CN(C)C=O (DMF). Reaction conditions: temperature 94 celsius. Yields the product OC=1C=CC2=C(OC(CO2)CN(CCCOC2=CC3=C(C=CC(O3)=O)C=C2)CC)C1 (7-[3-[[(2,3-Dihydro-7-hydroxy-1,4-benzodioxin-2-yl)methyl]ethylamino]propoxy]-2H-1-benzopyran-2-one). The yield is 13.5%. Reaction SMILES: [CH2:1]([NH:3][CH2:4][CH:5]1[O:10][C:9]2[CH:11]=[C:12]([OH:15])[CH:13]=[CH:14][C:8]=2[O:7][CH2:6]1)[CH3:2].Cl[CH2:17][CH2:18][CH2:19][O:20][C:21]1[CH:30]=[C:29]2[C:24]([CH:25]=[CH:26][C:27](=[O:31])[O:28]2)=[CH:23][CH:22]=1.C(N(C(C)C)CC)(C)C.[I-].[Na+]>CN(C=O)C>[OH:15][C:12]1[CH:13]=[CH:14][C:8]2[O:7][CH2:6][CH:5]([CH2:4][N:3]([CH2:1][CH3:2])[CH2:17][CH2:18][CH2:19][O:20][C:21]3[CH:22]=[CH:23][C:24]4[CH:25]=[CH:26][C:27](=[O:31])[O:28][C:29]=4[CH:30]=3)[O:10][C:9]=2[CH:11]=1 |f:3.4|. Procedure details: N-Ethyl-2,3-dihydro-7-hydroxy-1,4-benzodioxin-2-methanamine (2.11 g, 13.1 mmole), 7-(3-chloropropoxy)coumarin (3.44 g, 14.4 mmole), diisopropylethylamine (11 ml, 63.2 mmole) and sodium iodide (1.98 g, 13.2 mmole) were combined in 175 ml of DMF and heated at 94° C. for 2 days under a nitrogen atmosphere. The solvent was then removed in vacuum and the residue column chromatographed on silica gel using first 0.5% methanol/dichloromethane and then 1.5% methanol/dichloromethane as eluant. The product...